Dataset: the Open Reaction Database (ORD), a public repository of structured organic reaction records. Task: describe an organic reaction: reactants, conditions, products, and yield Reactants: BrCCCNC(C(C1=CC=CC=C1)C1=CC=CC=C1)=O (N-(3-bromopropyl)-2,2-diphenylacetamide), CC(C(=O)NC1=C(C(=C(C=C1F)F)C1CCNCC1)F)C (2-methyl-N-[2,4,6-trifluoro-3-(4-piperidinyl)phenyl]propanamide). The product is C1(=CC=CC=C1)C(C(=O)NCCCN1CCC(CC1)C=1C(=C(C(=CC1F)F)NC(C(C)C)=O)F)C1=CC=CC=C1 (N-[3-(1-{3-[(diphenylacetyl)amino]propyl}-4-piperidinyl)-2,4,6-trifluorophenyl]-2-methylpropan amide). As a reaction SMILES: Br[CH2:2][CH2:3][CH2:4][NH:5][C:6](=[O:20])[CH:7]([C:14]1[CH:19]=[CH:18][CH:17]=[CH:16][CH:15]=1)[C:8]1[CH:13]=[CH:12][CH:11]=[CH:10][CH:9]=1.[CH3:21][CH:22]([CH3:41])[C:23]([NH:25][C:26]1[C:31]([F:32])=[CH:30][C:29]([F:33])=[C:28]([CH:34]2[CH2:39][CH2:38][NH:37][CH2:36][CH2:35]2)[C:27]=1[F:40])=[O:24]>>[C:8]1([CH:7]([C:14]2[CH:19]=[CH:18][CH:17]=[CH:16][CH:15]=2)[C:6]([NH:5][CH2:4][CH2:3][CH2:2][N:37]2[CH2:38][CH2:39][CH:34]([C:28]3[C:27]([F:40])=[C:26]([NH:25][C:23](=[O:24])[CH:22]([CH3:21])[CH3:41])[C:31]([F:32])=[CH:30][C:29]=3[F:33])[CH2:35][CH2:36]2)=[O:20])[CH:13]=[CH:12][CH:11]=[CH:10][CH:9]=1. Procedure details: Example 171 was prepared from N-(3-bromopropyl)-2,2-diphenylacetamide and 2-methyl-N-[2,4,6-trifluoro-3-(4-piperidinyl)phenyl]propanamide according to the procedures described in Scheme 14; ESMS m/e: 552.3 (M+H)+. Reactants: O1C=CC=C1 (furane), O (water). The reagents and catalysts are [Al+3].[Cl-].[Cl-].[Cl-] (AlCl3). Conditions: temperature 20 celsius, time 3 hour. Product: COC(C=C)=O (methylacrylate), C(=O)(OC)C1C2C=CC(C1)O2 (2-carbomethoxy-7-oxabicyclo(2,2,1)hept-5-ene). The yield is 292.2%. As a reaction SMILES: [O:1]1[CH:5]=[CH:4][CH:3]=[CH:2]1.[OH2:6]>[Al+3].[Cl-].[Cl-].[Cl-]>[CH3:2][O:1][C:5](=[O:6])[CH:4]=[CH2:3].[C:2]([CH:3]1[CH2:4][CH:2]2[O:1][CH:5]1[CH:4]=[CH:3]2)([O:1][CH3:5])=[O:6] |f:2.3.4.5|. Procedure details: 1290 g (15 Mol) methylacrylate is prepared and 67.5 g (0.5 Mol) AlCl3 added thereto and dissolved with stirring. At 20° to 25° C., 1050 g (15.4 Mol) furane is added drop-wise during cooling. The temperature is maintained at 20° C. until the exothermic reaction is finished, after which stirring is continued for a further hour at 20° C. and then for 3 hours at 10° C. 300 g water is then added, the organic phase separated, and the unconverted furane and the methylacrylate distilled off under a pres... Procedure details: A suspension of 2-aminothiazole (0.556 g, 5.55 mmol, 1.15 eq), tert-butyl (6-chloropyridin-3-yl)methyl(methyl)carbamate (1.24 g, 4.83 mmol), sodium carbonate (0.717 g, 6.76 mol, 1.4 eq) and XANTPHOS (0.034 g, 0.058 mmol, 0.012 eq) in THF (12 mL, bubbled with argon for 5 minutes) was bubbled again with argon for 5 additional minutes. Tris(dibenzylideneacetone)dipalladium (0) (0.018 g, 0.019 mmol, 0.004 eq) was then added to the suspension which was heated at 130° C. for 18 hours. Tris(dibenzylide... Yield: 60.4%. Yields the product CN(C(OC(C)(C)C)=O)CC=1C=NC(=CC1)NC=1SC=CN1 (tert-butyl methyl((6-(thiazol-2-ylamino)pyridin-3-yl)methyl)carbamate). Starting materials: NC=1SC=CN1 (2-aminothiazole), ClC1=CC=C(C=N1)CN(C(OC(C)(C)C)=O)C (tert-butyl (6-chloropyridin-3-yl)methyl(methyl)carbamate), C([O-])([O-])=O.[Na+].[Na+] (sodium carbonate). Run in C1CCOC1 (THF). Run at temperature 130 celsius. Reaction SMILES: [NH2:1][C:2]1[S:3][CH:4]=[CH:5][N:6]=1.Cl[C:8]1[N:13]=[CH:12][C:11]([CH2:14][N:15]([CH3:23])[C:16](=[O:22])[O:17][C:18]([CH3:21])([CH3:20])[CH3:19])=[CH:10][CH:9]=1.C(=O)([O-])[O-].[Na+].[Na+]>C1COCC1.C1C=CC(/C=C/C(/C=C/C2C=CC=CC=2)=O)=CC=1.C1C=CC(/C=C/C(/C=C/C2C=CC=CC=2)=O)=CC=1.C1C=CC(/C=C/C(/C=C/C2C=CC=CC=2)=O)=CC=1.[Pd].[Pd].CC1(C)C2C(=C(P(C3C=CC=CC=3)C3C=CC=CC=3)C=CC=2)OC2C(P(C3C=CC=CC=3)C3C=CC=CC=3)=CC=CC1=2>[CH3:23][N:15]([CH2:14][C:11]1[CH:12]=[N:13][C:8]([NH:1][C:2]2[S:3][CH:4]=[CH:5][N:6]=2)=[CH:9][CH:10]=1)[C:16](=[O:22])[O:17][C:18]([CH3:21])([CH3:19])[CH3:20] |f:2.3.4,6.7.8.9.10|. The reagents and catalysts are CC1(C2=C(C(=CC=C2)P(C3=CC=CC=C3)C4=CC=CC=C4)OC5=C(C=CC=C51)P(C6=CC=CC=C6)C7=CC=CC=C7)C (XANTPHOS), C=1C=CC(=CC1)/C=C/C(=O)/C=C/C2=CC=CC=C2.C=1C=CC(=CC1)/C=C/C(=O)/C=C/C2=CC=CC=C2.C=1C=CC(=CC1)/C=C/C(=O)/C=C/C2=CC=CC=C2.[Pd].[Pd] (Tris(dibenzylideneacetone)dipalladium), CC1(C2=C(C(=CC=C2)P(C3=CC=CC=C3)C4=CC=CC=C4)OC5=C(C=CC=C51)P(C6=CC=CC=C6)C7=CC=CC=C7)C (XANTPHOS), C=1C=CC(=CC1)/C=C/C(=O)/C=C/C2=CC=CC=C2.C=1C=CC(=CC1)/C=C/C(=O)/C=C/C2=CC=CC=C2.C=1C=CC(=CC1)/C=C/C(=O)/C=C/C2=CC=CC=C2.[Pd].[Pd] (Tris(dibenzylideneacetone)dipalladium).